Dataset: the Open Reaction Database (ORD), a public repository of structured organic reaction records. Task: describe an organic reaction: reactants, conditions, products, and yield Starting materials: ClC1=C(C(=O)NCC23CC4CC(CC(C2)C4)C3)C=C(C=C1)C=O (2-Chloro-5-formyl-N-(tricyclo[3.3.1.13,7]dec-1-ylmethyl)-benzamide), N=1CCCCC1 (2,3,4,5-tetrahydropyridine). The solvent is CO (methanol). Yields the product ClC1=C(C(=O)NCC23CC4CC(CC(C2)C4)C3)C=C(C=C1)/C=C\1/C=NCCC1 (2-Chloro-5-[(E)-(5,6-dihydro-3(4H)-pyridinylidene)methyl]-N-(tricyclo[3.3.1.13,7]dec-1-ylmethyl)-benzamide). As a reaction SMILES: [Cl:1][C:2]1[CH:21]=[CH:20][C:19]([CH:22]=O)=[CH:18][C:3]=1[C:4]([NH:6][CH2:7][C:8]12[CH2:17][CH:12]3[CH2:13][CH:14]([CH2:16][CH:10]([CH2:11]3)[CH2:9]1)[CH2:15]2)=[O:5].[N:24]1[CH2:25][CH2:26][CH2:27][CH2:28][CH:29]=1>CO>[Cl:1][C:2]1[CH:21]=[CH:20][C:19](/[CH:22]=[C:28]2/[CH:29]=[N:24][CH2:25][CH2:26][CH2:27]/2)=[CH:18][C:3]=1[C:4]([NH:6][CH2:7][C:8]12[CH2:9][CH:10]3[CH2:16][CH:14]([CH2:13][CH:12]([CH2:11]3)[CH2:17]1)[CH2:15]2)=[O:5]. Reported procedure: 2-Chloro-5-formyl-N-(tricyclo[3.3.1.13,7]dec-1-ylmethyl)-benzamide (0.152 g, Example 31a) and 2,3,4,5-tetrahydropyridine trimer (Org. Synth., 1977, Vol.56, 118-122, 0.038 g) were dissolved in methanol (3 ml) and heated at reflux for 4 h. The mixture was evaporated under reduced pressure then purified by HPLC eluting a gradient of 0-5% ethanol in dichloromethane to give the subtitle compound as a white foam (0.046 g). Starting materials: C(CCCCCCCCCCCCCCC)OCC(CO)OC (3-(hexadecyloxy)-2-methoxypropanol), BrCC=1C=C(C(=O)Cl)C=CC1 (m-bromomethylbenzoyl chloride), N1=CC=CC=C1 (pyridine). The solvent is O1CCCC1 (tetrahydrofuran). Conditions: time 48 hour. The product is BrCC=1C=C(C(=O)OCC(COCCCCCCCCCCCCCCCC)OC)C=CC1 (3-(bromomethyl)benzoic acid, 3-(hexadecyloxy)-2-methoxypropyl ester). The yield is 78.3%. As a reaction SMILES: [CH2:1]([O:17][CH2:18][CH:19]([O:22][CH3:23])[CH2:20][OH:21])[CH2:2][CH2:3][CH2:4][CH2:5][CH2:6][CH2:7][CH2:8][CH2:9][CH2:10][CH2:11][CH2:12][CH2:13][CH2:14][CH2:15][CH3:16].[Br:24][CH2:25][C:26]1[CH:27]=[C:28]([CH:32]=[CH:33][CH:34]=1)[C:29](Cl)=[O:30].N1C=CC=CC=1>O1CCCC1>[Br:24][CH2:25][C:26]1[CH:27]=[C:28]([CH:32]=[CH:33][CH:34]=1)[C:29]([O:21][CH2:20][CH:19]([O:22][CH3:23])[CH2:18][O:17][CH2:1][CH2:2][CH2:3][CH2:4][CH2:5][CH2:6][CH2:7][CH2:8][CH2:9][CH2:10][CH2:11][CH2:12][CH2:13][CH2:14][CH2:15][CH3:16])=[O:30]. Procedure: a mixture of 8 g of 3-(hexadecyloxy)-2-methoxypropanol, 6.22 g of m-bromomethylbenzoyl chloride, 2.11 g of pyridine and 80 ml of tetrahydrofuran was stirred for 48 hours, then filtered and evaporated. The residue was purified by chromatography and crystallized giving 10 g of 3-(bromomethyl)benzoic acid, 3-(hexadecyloxy)-2-methoxypropyl ester as white solid. The reactants are ClC=1C=C(C=CC1OC1=CC=C(C=C1)C)NC(=O)N(C)CC(OC)OC (N-[3-chloro-4-[(4-methylphenoxy)]phenyl]-N'-(2,2-dimethoxyethyl)-N'-methylurea), Cl (hydrochloric acid). Run in O (water). Yields the product desired product, CN1C(N(C=C1)C1=CC=C(C=C1)OC1=CC(=C(C=C1)C)Cl)=O (1-methyl-3-[4-[3-chloro-4-methylphenoxy]phenyl]-4-imidazolin-2-one). RXN SMILES: Cl[C:2]1[CH:3]=[C:4]([NH:16][C:17]([N:19]([CH2:21][CH:22](OC)OC)[CH3:20])=[O:18])[CH:5]=[CH:6][C:7]=1[O:8][C:9]1[CH:14]=[CH:13][C:12]([CH3:15])=[CH:11][CH:10]=1.[ClH:27]>O>[CH3:20][N:19]1[CH:21]=[CH:22][N:16]([C:4]2[CH:3]=[CH:2][C:7]([O:8][C:9]3[CH:10]=[CH:11][C:12]([CH3:15])=[C:13]([Cl:27])[CH:14]=3)=[CH:6][CH:5]=2)[C:17]1=[O:18]. Reported procedure: N-[3-chloro-4-[(4-methylphenoxy)]phenyl]-N'-(2,2-dimethoxyethyl)-N'-methylurea (0.02 mole), water (30 ml) and concentrated hydrochloric acid (3 ml) are charged into a glass reaction vessel fitted with a mechanical stirrer, thermometer and condenser. The mixture is refluxed for a period of about 30 minutes and then cooled and extracted with ethyl acetate. The extract is washed with dilute aqueous sodium bicarbonate, with two portions of water and is then dried. The ethyl acetate is removed by mil... The reactants are O=CO, OCCCCCC=C(c1ccccc1)c1cccnc1. Product: O=COCCCCCC=C(c1ccccc1)c1cccnc1. Reaction SMILES: [CH:21](=[O:22])[OH:23].[c:1]1([C:7](=[CH:8][CH2:9][CH2:10][CH2:11][CH2:12][CH2:13][OH:14])[c:15]2[cH:16][n:17][cH:18][cH:19][cH:20]2)[cH:2][cH:3][cH:4][cH:5][cH:6]1>>[c:1]1([C:7](=[CH:8][CH2:9][CH2:10][CH2:11][CH2:12][CH2:13][O:14][CH:21]=[O:22])[c:15]2[cH:16][n:17][cH:18][cH:19][cH:20]2)[cH:2][cH:3][cH:4][cH:5][cH:6]1. The reactants are CO, Cc1nccn1-c1ccc([N+](=O)[O-])cc1. Yields the product Cc1nccn1-c1ccc(N)cc1. Reaction SMILES: [CH3:16][OH:17].[CH3:1][c:2]1[n:3](-[c:7]2[cH:8][cH:9][c:10]([N+:13]([O-:14])=[O:15])[cH:11][cH:12]2)[cH:4][cH:5][n:6]1>>[CH3:1][c:2]1[n:3](-[c:7]2[cH:8][cH:9][c:10]([NH2:13])[cH:11][cH:12]2)[cH:4][cH:5][n:6]1. Reactants: ClC1=C(C=CC=C1)C(CC(=O)C1=CN(C(C=C1)=O)C)C1=CC(=C(C(=O)NC2COC2)C=C1)F (4-(1-(2-chlorophenyl)-3-(1-methyl-6-oxo-1,6-dihydropyridin-3-yl)-3-oxopropyl)-2-fluoro-N-(oxetan-3-yl)benzamide), Cl.NO (hydroxylamine hydrochloride), C(=O)(O)[O-].[Na+] (NaHCO3). Product: ClC1=C(C=CC=C1)C(C\C(\C1=CN(C(C=C1)=O)C)=N/O)C1=CC(=C(C(=O)NC2COC2)C=C1)F ((E)-4-(1-(2-Chlorophenyl)-3-(hydroxyimino)-3-(1-methyl-6-oxo-1,6-dihydropyridin-3-yl)propyl)-2-fluoro-N-(oxetan-3-yl)benzamide). RXN SMILES: [Cl:1][C:2]1[CH:7]=[CH:6][CH:5]=[CH:4][C:3]=1[CH:8]([C:20]1[CH:32]=[CH:31][C:23]([C:24]([NH:26][CH:27]2[CH2:30][O:29][CH2:28]2)=[O:25])=[C:22]([F:33])[CH:21]=1)[CH2:9][C:10]([C:12]1[CH:17]=[CH:16][C:15](=[O:18])[N:14]([CH3:19])[CH:13]=1)=O.Cl.[NH2:35][OH:36].C([O-])(O)=O.[Na+]>>[Cl:1][C:2]1[CH:7]=[CH:6][CH:5]=[CH:4][C:3]=1[CH:8]([C:20]1[CH:32]=[CH:31][C:23]([C:24]([NH:26][CH:27]2[CH2:30][O:29][CH2:28]2)=[O:25])=[C:22]([F:33])[CH:21]=1)[CH2:9]/[C:10](=[N:35]\[OH:36])/[C:12]1[CH:17]=[CH:16][C:15](=[O:18])[N:14]([CH3:19])[CH:13]=1 |f:1.2,3.4|. Procedure: In analogy to example 151, step 3, 4-(1-(2-chlorophenyl)-3-(1-methyl-6-oxo-1,6-dihydropyridin-3-yl)-3-oxopropyl)-2-fluoro-N-(oxetan-3-yl)benzamide was reacted with hydroxylamine hydrochloride in the presence of NaHCO3 to give the title compound containing 7% of the corresponding Z isomer as a colorless foam, MS (ESI+): m/z=484.2 [M+H]+. Starting materials: COC(=O)/C=C/C=1C=CC(=CC1)O (methyl p-hydroxycinnamate), C(C)I (ethyl iodide), C([O-])([O-])=O.[K+].[K+] (potassium carbonate), CC(=O)C (acetone). Solvent: CO (methanol). Yields the product C(C)OC1=CC=C(C=CC(=O)OC)C=C1 (methyl p-ethoxycinnamate). As a reaction SMILES: [CH3:1][O:2][C:3](/[CH:5]=[CH:6]/[C:7]1[CH:8]=[CH:9][C:10]([OH:13])=[CH:11][CH:12]=1)=[O:4].[CH2:14](I)[CH3:15].C(=O)([O-])[O-].[K+].[K+].CC(C)=O>CO>[CH2:14]([O:13][C:10]1[CH:9]=[CH:8][C:7]([CH:6]=[CH:5][C:3]([O:2][CH3:1])=[O:4])=[CH:12][CH:11]=1)[CH3:15] |f:2.3.4|. Procedure details: This ester was treated with excess ethyl iodide in the presence of potassium carbonate in refluxing dry acetone for 48 hours. A moderate yield of methyl p-ethoxycinnamate was obtained as white crystals from methanol, mp 68--70° C: λmaxCCl4 5.8, 6.09, 6.22, 6.6, 8.0, 8.56, 9.53, 10.15, and 10.8 μ. Reduction of methyl p-ethoxycinnamate in benzene with LAH gave a 50% yield, after recrystallization from methanol, of p-ethoxycinnamyl alcohol, mp 85° C: λmaxCC14 2.75, 6.2, 6.61, 6.75, 8.93, 9.2, 9.55,... The reactants are C(=O)C=1C=CC=2N(C3=CC=CC=C3C2C1)CC (3-formyl-9-ethylcarbazole), Example 1 ( 2 ), C1(=CC=CC=C1)C(C1=CC=CC=C1)P(OCC)(OCC)[O-] (diethyl diphenylmethylphosphite), CC(C)([O-])C.[K+] (potassium-t-butoxide). The solvent is CN(C)C=O (DMF). Product: C1(=CC=CC=C1)C(=CC=1C=CC=2N(C3=CC=CC=C3C2C1)CC)C1=CC=CC=C1 (3-(2',2'-diphenylvinyl)-9-ethylcarbazole). The yield is 87.3%. RXN SMILES: [CH:1]([C:3]1[CH:4]=[CH:5][C:6]2[N:7]([CH2:16][CH3:17])[C:8]3[C:13]([C:14]=2[CH:15]=1)=[CH:12][CH:11]=[CH:10][CH:9]=3)=O.[C:18]1([CH:24](P([O-])(OCC)OCC)[C:25]2[CH:30]=[CH:29][CH:28]=[CH:27][CH:26]=2)[CH:23]=[CH:22][CH:21]=[CH:20][CH:19]=1.CC(C)([O-])C.[K+]>CN(C=O)C>[C:18]1([C:24]([C:25]2[CH:26]=[CH:27][CH:28]=[CH:29][CH:30]=2)=[CH:1][C:3]2[CH:4]=[CH:5][C:6]3[N:7]([CH2:16][CH3:17])[C:8]4[C:13]([C:14]=3[CH:15]=2)=[CH:12][CH:11]=[CH:10][CH:9]=4)[CH:23]=[CH:22][CH:21]=[CH:20][CH:19]=1 |f:2.3|. Reported procedure: 25.3 g (111.7 mmol) of 3-formyl-9-ethylcarbazole (2') (manufactured by Tokyo Kasei Kogyo Co.), 39.6 g (122.9 mmol) of diethyl diphenylmethylphosphite, 253 ml of DMF and 15.04 g (134.0 mmol) of potassium-t-butoxide were allowed to react and after treated in the same manner as with Example 1 (2) to obtain 36.44 g of 3-(2',2'-diphenylvinyl)-9-ethylcarbazole.